From a dataset of the Open Reaction Database (ORD), a public repository of structured organic reaction records. describe an organic reaction: reactants, conditions, products, and yield The reactants are O=C([O-])[O-], CN(C)C=O, [Cl-], O=[N+]([O-])c1ccc(Cl)nc1, [K+], [K+], Nc1cc(O)c(Cl)cc1F, [NH4+]. Yields the product Nc1cc(Oc2ccc([N+](=O)[O-])cn2)c(Cl)cc1F. RXN SMILES: [C:21](=[O:22])([O-:23])[O-:24].[CH3:29][N:30]([CH3:31])[CH:32]=[O:33].[Cl-:27].[Cl:11][c:12]1[n:13][cH:14][c:15]([N+:18](=[O:19])[O-:20])[cH:16][cH:17]1.[K+:25].[K+:26].[NH2:1][c:2]1[c:3]([F:10])[cH:4][c:5]([Cl:9])[c:6]([OH:8])[cH:7]1.[NH4+:28]>>[NH2:1][c:2]1[c:3]([F:10])[cH:4][c:5]([Cl:9])[c:6]([O:8][c:12]2[n:13][cH:14][c:15]([N+:18](=[O:19])[O-:20])[cH:16][cH:17]2)[cH:7]1. Reactants: C[C@H](CN1C=NC2=C1N=CN=C2N)OCP(=O)(OCOC(=O)OC(C)C)OCOC(=O)OC(C)C.C(=C/C(=O)O)\C(=O)O (Tenofovir disoproxil fumarate), C(C)(=O)OCC (ethyl acetate), C([O-])(O)=O.[Na+] (Sodium bicarbonate). Procedure: Tenofovir disoproxil fumarate (100 gms, 0.1574 moles) is suspended in DM water (500 ml) and ethyl acetate (500 ml) at 25-35° C. and adjusted pH to neutral with saturated Sodium bicarbonate solution. Reaction mixture is settled and the separated ethyl acetate layer is evaporated under vacuum below 45° C. to get Tenofovir disoproxil as residue. As a reaction SMILES: [CH3:1][C@@H:2]([O:14][CH2:15][P:16]([O:27][CH2:28][O:29][C:30]([O:32][CH:33]([CH3:35])[CH3:34])=[O:31])([O:18][CH2:19][O:20][C:21]([O:23][CH:24]([CH3:26])[CH3:25])=[O:22])=[O:17])[CH2:3][N:4]1[C:8]2[N:9]=[CH:10][N:11]=[C:12]([NH2:13])[C:7]=2[N:6]=[CH:5]1.C(/C(O)=O)=C\C(O)=O.C(OCC)(=O)C.C(=O)(O)[O-].[Na+]>O>[CH3:1][C@@H:2]([O:14][CH2:15][P:16]([O:18][CH2:19][O:20][C:21]([O:23][CH:24]([CH3:26])[CH3:25])=[O:22])([O:27][CH2:28][O:29][C:30]([O:32][CH:33]([CH3:34])[CH3:35])=[O:31])=[O:17])[CH2:3][N:4]1[C:8]2[N:9]=[CH:10][N:11]=[C:12]([NH2:13])[C:7]=2[N:6]=[CH:5]1 |f:0.1,3.4|. Solvent: O (water). The product is C[C@H](CN1C=NC2=C1N=CN=C2N)OCP(=O)(OCOC(=O)OC(C)C)OCOC(=O)OC(C)C (Tenofovir disoproxil). Reactants: CC=1C=C(C=CC1[N+](=O)[O-])SCCCN(C(C)C)C(C)C (3-[(3-methyl-4-nitrophenyl)thio]-N,N-bis(1-methylethyl)propanamine), [Sn](Cl)Cl (tin(11) chloride). Solvent: C(C)O (ethanol). Yields the product CC1=C(C=CC(=C1)SCCCN(C(C)C)C(C)C)N (2-Methyl-4-[[3-(bis(1-methylethyl)amino)propyl]thio]benzenamine). As a reaction SMILES: [CH3:1][C:2]1[CH:3]=[C:4]([S:11][CH2:12][CH2:13][CH2:14][N:15]([CH:19]([CH3:21])[CH3:20])[CH:16]([CH3:18])[CH3:17])[CH:5]=[CH:6][C:7]=1[N+:8]([O-])=O.[Sn](Cl)Cl>C(O)C>[CH3:1][C:2]1[CH:3]=[C:4]([S:11][CH2:12][CH2:13][CH2:14][N:15]([CH:16]([CH3:18])[CH3:17])[CH:19]([CH3:20])[CH3:21])[CH:5]=[CH:6][C:7]=1[NH2:8]. Reported procedure: In a manner similar to Preparation 39 react 3-[(3-methyl-4-nitrophenyl)thio]-N,N-bis(1-methylethyl)propanamine with tin(11) chloride in ethanol to obtain the title compound. Starting materials: ClC1=C(C(=CC=C1)Cl)C1C(=C(NC(=C1C(=O)OC)CCC1=CC=CC=C1)CC(=O)OC)C(=O)OC (dimethyl 4-(2,6-dichlorophenyl)-2-methoxycarbonylmethyl-6-(2-phenylethyl)-1,4-dihydropyridine-3,5-dicarboxylate), [OH-].[Na+] (NaOH), CN1CCNCC1 (N-methylpiperazine), Cl.C(C)N=C=NCCCN(C)C (1-ethyl-3-(3-dimethylaminopropyl)carbodiimide hydrochloride). The solvent is ClCCl (dichloromethane), O (water), O (water), CO (methanol), CCOCC (ether). Conditions: time 1.25 hour. Product: ClC1=C(C(=CC=C1)Cl)C1C(=C(NC(=C1C(=O)OC)CCC1=CC=CC=C1)CC(=O)N1CCN(CC1)C)C(=O)OC (Dimethyl 4-(2,6-dichlorophenyl)-2-(4-methyl-1- piperazinyl)carbonylmethyl-6-(2-phenylethyl)-1,4-dihydropyridine-3,5-dicarboxylate). Yield: 59.6%. Reaction SMILES: [Cl:1][C:2]1[CH:7]=[CH:6][CH:5]=[C:4]([Cl:8])[C:3]=1[CH:9]1[C:14]([C:15]([O:17][CH3:18])=[O:16])=[C:13]([CH2:19][CH2:20][C:21]2[CH:26]=[CH:25][CH:24]=[CH:23][CH:22]=2)[NH:12][C:11]([CH2:27][C:28](OC)=[O:29])=[C:10]1[C:32]([O:34][CH3:35])=[O:33].[OH-].[Na+].[CH3:38][N:39]1[CH2:44][CH2:43][NH:42][CH2:41][CH2:40]1.Cl.C(N=C=NCCCN(C)C)C>ClCCl.CCOCC.O.CO>[Cl:8][C:4]1[CH:5]=[CH:6][CH:7]=[C:2]([Cl:1])[C:3]=1[CH:9]1[C:14]([C:15]([O:17][CH3:18])=[O:16])=[C:13]([CH2:19][CH2:20][C:21]2[CH:22]=[CH:23][CH:24]=[CH:25][CH:26]=2)[NH:12][C:11]([CH2:27][C:28]([N:42]2[CH2:43][CH2:44][N:39]([CH3:38])[CH2:40][CH2:41]2)=[O:29])=[C:10]1[C:32]([O:34][CH3:35])=[O:33] |f:1.2,4.5|. Reported procedure: A mixture of dimethyl 4-(2,6-dichlorophenyl)-2-methoxycarbonylmethyl-6-(2-phenylethyl)-1,4-dihydropyridine-3,5-dicarboxylate (3.9 g, 7.52 mmol), methanol(35 ml), water (5 ml), and 6N NaOH (2.51 ml, 15.05 mmol) was stirred at room temperature for 1.25 h. The reaction mixture was diluted with dichloromethane (100 ml) followed by addition of 6 NHCl (3 ml) and water (100 ml). The organic layer separated was washed twice with water and brine, dried over Na2SO4, and concentrated to 50 ml. To this solu... Procedure details: The title compound was synthesized from allyl 3-bromophenyl ether by an ortho Claisen rearrangement in dimethylaniline as described in Helvetica Chemica Acta, 56(1), 14, (1973). RXN SMILES: [Br:1][C:2]1[CH:3]=[C:4]([O:8]CC=C)[CH:5]=[CH:6][CH:7]=1.CN(C)[C:14]1[CH:19]=CC=C[CH:15]=1>>[CH2:19]([C:3]1[C:2]([Br:1])=[CH:7][CH:6]=[CH:5][C:4]=1[OH:8])[CH:14]=[CH2:15]. Product: C(C=C)C1=C(C=CC=C1Br)O (2-Allyl-3-bromophenol). Reactants: BrC=1C=C(C=CC1)OCC=C (allyl 3-bromophenyl ether), CN(C1=CC=CC=C1)C (dimethylaniline). Reactants: C#CC1=CCCCC1, Cc1ccc(S(=O)(=O)Oc2cc(-c3ccccc3)nn2C)cc1, CCCCCCC, ClCCl. Reaction SMILES: [C:24](#[CH:25])[C:26]1=[CH:27][CH2:28][CH2:29][CH2:30][CH2:31]1.[CH3:1][n:2]1[n:3][c:4](-[c:18]2[cH:19][cH:20][cH:21][cH:22][cH:23]2)[cH:5][c:6]1[O:7][S:8]([c:9]1[cH:10][cH:11][c:12]([CH3:13])[cH:14][cH:15]1)(=[O:16])=[O:17].[CH3:32][CH2:33][CH2:34][CH2:35][CH2:36][CH2:37][CH3:38].[Cl:39][CH2:40][Cl:41]>>[CH3:1][n:2]1[n:3][c:4](-[c:18]2[cH:19][cH:20][cH:21][cH:22][cH:23]2)[cH:5][c:6]1[C:25]#[C:24][C:26]1=[CH:27][CH2:28][CH2:29][CH2:30][CH2:31]1. Yields the product Cn1nc(-c2ccccc2)cc1C#CC1=CCCCC1. The reactants are BrC(Br)(Br)Br, CC(C)(C)OC(=O)n1cc(C=O)c2ccccc21, CCCCCC, ClCCl, c1ccc(P(c2ccccc2)c2ccccc2)cc1. Yields the product CC(C)(C)OC(=O)n1cc(C=C(Br)Br)c2ccccc21. RXN SMILES: [Br:20][C:21]([Br:22])([Br:23])[Br:24].[C:25]([CH3:26])([CH3:27])([CH3:28])[O:29][C:30](=[O:31])[n:32]1[cH:33][c:34]([CH:41]=[O:42])[c:35]2[cH:36][cH:37][cH:38][cH:39][c:40]12.[CH3:43][CH2:44][CH2:45][CH2:46][CH2:47][CH3:48].[Cl:49][CH2:50][Cl:51].[c:1]1([P:2]([c:3]2[cH:4][cH:5][cH:6][cH:7][cH:8]2)[c:9]2[cH:10][cH:11][cH:12][cH:13][cH:14]2)[cH:15][cH:16][cH:17][cH:18][cH:19]1>>[Br:20][C:21]([Br:24])=[CH:41][c:34]1[cH:33][n:32]([C:30]([O:29][C:25]([CH3:26])([CH3:27])[CH3:28])=[O:31])[c:40]2[c:35]1[cH:36][cH:37][cH:38][cH:39]2. Reactants: C(C)(C)(C)OC(=O)N1CC(C(CC1)=O)N1N=C(C=CC1=O)C=1C(=NN2C1C=CC=C2)C2=CC=CC=C2 (3-[2-(1-tert-butoxycarbonyl-4-oxopiperidin-3-yl)-3-oxo-2,3-dihydropyridazin-6-yl]-2-phenylpyrazolo[1,5-a]pyridine), FC(C(=O)O)(F)F (trifluoroacetic acid). Run in CO (methanol), ClCCl (dichloromethane). Run at time 2 hour. The product is O=C1C(CNCC1)N1N=C(C=CC1=O)C=1C(=NN2C1C=CC=C2)C2=CC=CC=C2 (3-[2-(4-oxopiperidin-3-yl)-3-oxo-2,3-dihydropyridazin-6-yl]-2-phenylpyrazolo[1,5-a]pyridine). Yield: 75.6%. As a reaction SMILES: C(OC([N:8]1[CH2:13][CH2:12][C:11](=[O:14])[CH:10]([N:15]2[C:20](=[O:21])[CH:19]=[CH:18][C:17]([C:22]3[C:23]([C:31]4[CH:36]=[CH:35][CH:34]=[CH:33][CH:32]=4)=[N:24][N:25]4[CH:30]=[CH:29][CH:28]=[CH:27][C:26]=34)=[N:16]2)[CH2:9]1)=O)(C)(C)C.FC(F)(F)C(O)=O>ClCCl.CO>[O:14]=[C:11]1[CH2:12][CH2:13][NH:8][CH2:9][CH:10]1[N:15]1[C:20](=[O:21])[CH:19]=[CH:18][C:17]([C:22]2[C:23]([C:31]3[CH:36]=[CH:35][CH:34]=[CH:33][CH:32]=3)=[N:24][N:25]3[CH:30]=[CH:29][CH:28]=[CH:27][C:26]=23)=[N:16]1. Procedure: To a solution of 3-[2-(1-tert-butoxycarbonyl-4-oxopiperidin-3-yl)-3-oxo-2,3-dihydropyridazin-6-yl]-2-phenylpyrazolo[1,5-a]pyridine (500 mg) in dichloromethane (10 ml) was added trifluoroacetic acid (5 ml) at room temperature, and stirred for 2 hours. Solvent was evaporated and removed by toluene azeotrope to give residue, which was chromatographed on silica gel eluting in turn with 5% and 10% methanol in dichloromethane. Fractions containing desired product were collected and concentrated in vac... Starting materials: CC(C)(C)c1ccc(B(O)O)cc1, O=C([O-])[O-], [Cl-], CC(=O)c1cc(OS(=O)(=O)C(F)(F)F)c2c(c1)C(C)(C)CCC2(C)C, [K+], [K+], [Li+], c1ccc(P(c2ccccc2)(c2ccccc2)[Pd](P(c2ccccc2)(c2ccccc2)c2ccccc2)(P(c2ccccc2)(c2ccccc2)c2ccccc2)P(c2ccccc2)(c2ccccc2)c2ccccc2)cc1. The product is CC(=O)c1cc(-c2ccc(C(C)(C)C)cc2)c2c(c1)C(C)(C)CCC2(C)C. RXN SMILES: [C:26]([CH3:27])([CH3:28])([CH3:29])[c:30]1[cH:31][cH:32][c:33]([B:36]([OH:37])[OH:38])[cH:34][cH:35]1.[C:41](=[O:42])([O-:43])[O-:44].[Cl-:40].[F:1][C:2]([F:3])([F:4])[S:5]([O:6][c:7]1[cH:8][c:9]([C:21]([CH3:22])=[O:23])[cH:10][c:11]2[c:16]1[C:15]([CH3:17])([CH3:18])[CH2:14][CH2:13][C:12]2([CH3:19])[CH3:20])(=[O:24])=[O:25].[K+:45].[K+:46].[Li+:39].[cH:47]1[cH:48][cH:49][c:50]([P:51]([Pd:52]([P:53]([c:54]2[cH:55][cH:56][cH:57][cH:58][cH:59]2)([c:60]2[cH:61][cH:62][cH:63][cH:64][cH:65]2)[c:66]2[cH:67][cH:68][cH:69][cH:70][cH:71]2)([P:72]([c:73]2[cH:74][cH:75][cH:76][cH:77][cH:78]2)([c:79]2[cH:80][cH:81][cH:82][cH:83][cH:84]2)[c:85]2[cH:86][cH:87][cH:88][cH:89][cH:90]2)[P:91]([c:92]2[cH:93][cH:94][cH:95][cH:96][cH:97]2)([c:98]2[cH:99][cH:100][cH:101][cH:102][cH:103]2)[c:104]2[cH:105][cH:106][cH:107][cH:108][cH:109]2)([c:110]2[cH:111][cH:112][cH:113][cH:114][cH:115]2)[c:116]2[cH:117][cH:118][cH:119][cH:120][cH:121]2)[cH:122][cH:123]1>>[c:7]1(-[c:33]2[cH:32][cH:31][c:30]([C:26]([CH3:27])([CH3:28])[CH3:29])[cH:35][cH:34]2)[cH:8][c:9]([C:21]([CH3:22])=[O:23])[cH:10][c:11]2[c:16]1[C:15]([CH3:17])([CH3:18])[CH2:14][CH2:13][C:12]2([CH3:19])[CH3:20]. Starting materials: C1=CC2=C(C=C1C=O)OCO2 (piperonal), O1CCN(CC1)CC(C)=O (3-morpholinoacetone). The solvent is [OH-].[Na+] (sodium hydroxide). Conditions: time 4 hour. Yields the product C1OC=2C=C(C=CC2O1)C=CC(CN1CCOCC1)=O (1-(3,4-methylenedioxyphenyl)-4-morpholino-1-butene-3-one). As a reaction SMILES: [CH:1]1[C:6]([CH:7]=O)=[CH:5][C:4]2[O:9][CH2:10][O:11][C:3]=2[CH:2]=1.[O:12]1[CH2:17][CH2:16][N:15]([CH2:18][C:19](=[O:21])[CH3:20])[CH2:14][CH2:13]1>[OH-].[Na+]>[CH2:10]1[O:11][C:3]2[CH:2]=[CH:1][C:6]([CH:7]=[CH:20][C:19](=[O:21])[CH2:18][N:15]3[CH2:16][CH2:17][O:12][CH2:13][CH2:14]3)=[CH:5][C:4]=2[O:9]1 |f:2.3|. Procedure details: 15 g of piperonal (0.1 mole), and 14.3 g of 3-morpholinoacetone (0.1 mole) are mixed in an aqueous-alcoholic sodium hydroxide solution (300 cm3 of 10% NaOH and 30 cm3 of ethanol). The mixture is stirred for 4 hours and the product obtained is then filtered. The product is rinsed with water and recrystallised from ethanol.